Dataset: the Open Reaction Database (ORD), a public repository of structured organic reaction records. Task: describe an organic reaction: reactants, conditions, products, and yield The product is NC1(NC=CC=C1)C(=O)N1CCCCC1 (2-aminopyridinoyl-piperidine). Reported procedure: Next, the 2-chloropyridinoyl-piperidine intermediate is reacted with benzophenone imine in the presence of tris(dibenzylidineacetone)-dipalladium(0) Pd2(dba)3) as a catalyst, and 2,2′-bis(diphenylphosphino)-1,1′-binaphthyl (BINAP) and sodium t-butoxide in a suitable solvent, such as toluene, at reflux, to substitute the halo group with the benzophenone imino group. After work-up, this intermediate is typically reacted with hydrochloric acid in a suitable solvent, such as tetrahydrofuran, and the... Reactants: ClC1(NC=CC=C1)C(=O)N1CCCCC1 (2-chloropyridinoyl-piperidine), C(C1=CC=CC=C1)(C1=CC=CC=C1)=N (benzophenone imine), tris(dibenzylidineacetone)-dipalladium(0) Pd2(dba)3, C1(=CC=CC=C1)P(C1=C(C2=CC=CC=C2C=C1)C1=C(C=CC2=CC=CC=C12)P(C1=CC=CC=C1)C1=CC=CC=C1)C1=CC=CC=C1 (2,2′-bis(diphenylphosphino)-1,1′-binaphthyl), CC(C)([O-])C.[Na+] (sodium t-butoxide), Cl (hydrochloric acid). As a reaction SMILES: Cl[C:2]1([C:8]([N:10]2[CH2:15][CH2:14][CH2:13][CH2:12][CH2:11]2)=[O:9])[CH:7]=[CH:6][CH:5]=[CH:4][NH:3]1.C(=[NH:29])(C1C=CC=CC=1)C1C=CC=CC=1.C1(P(C2C=CC=CC=2)C2C=CC3C(=CC=CC=3)C=2C2C3C(=CC=CC=3)C=CC=2P(C2C=CC=CC=2)C2C=CC=CC=2)C=CC=CC=1.CC(C)([O-])C.[Na+].Cl>O1CCCC1.C1(C)C=CC=CC=1>[NH2:29][C:2]1([C:8]([N:10]2[CH2:15][CH2:14][CH2:13][CH2:12][CH2:11]2)=[O:9])[CH:7]=[CH:6][CH:5]=[CH:4][NH:3]1 |f:3.4|. The solvent is C1(=CC=CC=C1)C (toluene), O1CCCC1 (tetrahydrofuran).